This data is from the Open Reaction Database (ORD), a public repository of structured organic reaction records. The task is: describe an organic reaction: reactants, conditions, products, and yield The reactants are 30.3, CC(C(=O)OCC)(C(=O)OCC)C1=CC=C(C=C1)C(C1=CC=CS1)=O (diethyl 2-methyl-2-[p-(2-thenoyl)phenyl]malonate), [OH-].[Na+] (sodium hydroxide). RXN SMILES: [CH3:1][C:2]([C:13]1[CH:18]=[CH:17][C:16]([C:19](=[O:25])[C:20]2[S:24][CH:23]=[CH:22][CH:21]=2)=[CH:15][CH:14]=1)(C(OCC)=O)[C:3]([O:5]CC)=[O:4].[OH-].[Na+]>>[C:20]1([C:19]([C:16]2[CH:17]=[CH:18][C:13]([CH:2]([CH3:1])[C:3]([OH:5])=[O:4])=[CH:14][CH:15]=2)=[O:25])[S:24][CH:23]=[CH:22][CH:21]=1 |f:1.2|. Procedure: A mixture of 30.3 parts of diethyl 2-methyl-2-[p-(2-thenoyl)phenyl]malonate and 200 parts of sodium hydroxide solution 5% is stirred and refluxed for 6 hours. The reaction mixture is allowed to cool while stirring. The whole is filtered and the aqueous phase is separated. The latter is washed with benzene, acidified with concentrated hydrochloric acid solution and stirred for 15 minutes. The product is extracted with chloroform. The extract is washed with water, dried, filtered and evaporated. T... Yields the product C1(=CC=CS1)C(=O)C1=CC=C(C(C(=O)O)C)C=C1 (p-(2-thenoyl)hydratropic acid). Starting materials: N(=C=S)C1=CC=C(C(=O)OCC)C=C1 (ethyl p-isothiocyanatobenzoate), [N-]=[N+]=[N-].[Na+] (sodium azide), Cl (hydrochloric acid). Solvent: O (water). Run at time 30 minute. Yields the product C(=O)(O)C1=CC=C(C=C1)N1N=NN=C1S (1-(4-carboxyphenyl)-5-mercaptotetrazole). The yield is 120.3%. Reaction SMILES: [N:1]([C:4]1[CH:14]=[CH:13][C:7]([C:8]([O:10]CC)=[O:9])=[CH:6][CH:5]=1)=[C:2]=[S:3].[N-:15]=[N+:16]=[N-:17].[Na+].Cl>O>[C:8]([C:7]1[CH:13]=[CH:14][C:4]([N:1]2[C:2]([SH:3])=[N:17][N:16]=[N:15]2)=[CH:5][CH:6]=1)([OH:10])=[O:9] |f:1.2|. Procedure: Then, 31 g of ethyl p-isothiocyanatobenzoate and 11.7 g of sodium azide were dispersed in 300 ml of water and the dispersion was refluxed for 5 hours. The reaction mixture was cooled to room temperature and acidified (pH about 2) by the addition of concentrated hydrochloric acid. Crystals of 1-(4-ethoxycarbonylphenyl)-5-mercaptotetrazole thus deposited were collected by filtration and after adding thereto 25 g of sodium hydroxide and 500 ml of water, the mixture was stirred for 30 minutes at 70°... Starting materials: ClC1=CC=C(N=N1)N1CCC(CC1)C(=O)NC1=CC=C(C=C1)C1CCN(CC1)C(=O)OC(C)(C)C (tert-butyl 4-(4-(1-(6-chloropyridazin-3-yl)piperidine-4-carboxamido)phenyl)piperidine-1-carboxylate), ClC1=CC=C(N=N1)N1CC(C1)C(=O)NC1=CC=C(C=C1)C1CCN(CC1)C(=O)[O-] (4-(4-(1-(6-chloropyridazin-3-yl)azetidine-3-carboxamido)phenyl)piperidine-1-carboxylate). Product: N1=NC(=CC=C1)N1CCC(CC1)C(=O)NC1=CC=C(C=C1)C1CCN(CC1)C(=O)OC(C)(C)C (tert-butyl 4-(4-(1-(pyridazin-3-yl)piperidine-4-carboxamido)phenyl)piperidine-1-carboxylate). Reaction SMILES: Cl[C:2]1[N:7]=[N:6][C:5]([N:8]2[CH2:13][CH2:12][CH:11]([C:14]([NH:16][C:17]3[CH:22]=[CH:21][C:20]([CH:23]4[CH2:28][CH2:27][N:26]([C:29]([O:31][C:32]([CH3:35])([CH3:34])[CH3:33])=[O:30])[CH2:25][CH2:24]4)=[CH:19][CH:18]=3)=[O:15])[CH2:10][CH2:9]2)=[CH:4][CH:3]=1.ClC1N=NC(N2CC(C(NC3C=CC(C4CCN(C([O-])=O)CC4)=CC=3)=O)C2)=CC=1>>[N:7]1[CH:2]=[CH:3][CH:4]=[C:5]([N:8]2[CH2:9][CH2:10][CH:11]([C:14]([NH:16][C:17]3[CH:22]=[CH:21][C:20]([CH:23]4[CH2:28][CH2:27][N:26]([C:29]([O:31][C:32]([CH3:35])([CH3:34])[CH3:33])=[O:30])[CH2:25][CH2:24]4)=[CH:19][CH:18]=3)=[O:15])[CH2:12][CH2:13]2)[N:6]=1. Procedure details: The title compound was prepared as described in Example 147B, tert-butyl 4-(4-(1-(6-chloropyridazin-3-yl)piperidine-4-carboxamido)phenyl)piperidine-1-carboxylate for 4-(4-(1-(6-chloropyridazin-3-yl)azetidine-3-carboxamido)phenyl)piperidine-1-carboxylate. Reactants: BrC=1C=C(NC1Br)C(=O)NCCCO (4,5-Dibromo-N-(3-hydroxypropyl)pyrrole-2-carboxamide). Run in CS(=O)(=O)O (methanesulfonic acid), CCOCC (ether). Product: BrC=1NC(=CC1Br)C=1OCCN1 (2-(2,3-Dibromopyrrol-5-yl)-1,3-oxazoline). Isolated yield 61.9%. RXN SMILES: [Br:1][C:2]1[CH:3]=[C:4]([C:8]([NH:10][CH2:11][CH2:12]CO)=[O:9])[NH:5][C:6]=1[Br:7]>CS(O)(=O)=O.CCOCC>[Br:7][C:6]1[NH:5][C:4]([C:8]2[O:9][CH2:12][CH2:11][N:10]=2)=[CH:3][C:2]=1[Br:1]. Reported procedure: Method A. A solution of 10 (0.25 g, 0.77 mmol) in 2 mL of methanesulfonic acid was heated at 60° C. for 3 d. The reaction mixture was diluted with ether (100 mL) and washed with sat. NaHCO3 (20 mL×3) and sat. NaCl (20 mL). The organic layer was dried (MgSO4) and evaporated under reduced pressure. The resulting residue was purified by flash chromatography (EtOAc/hexanes 1:1) to give 14 (0.14 g, 59%) as a colorless solid: 1H NMR (CDCl3) d 2.00 (p, 2H, J=5.7), 3.52 (t, 2H, J=5.7), 4.32 (t, 2H, J=5....